Task: describe an organic reaction: reactants, conditions, products, and yield. Dataset: the Open Reaction Database (ORD), a public repository of structured organic reaction records Reactants: C(C)(C)(C)OC(=O)N1CC(N(CC1)S(=O)(=O)C)C=O (3-formyl-4-methanesulfonyl-piperazine-1-carboxylic acid tert-butyl ester), Cl.CNC (dimethylamine hydrochloride). The product is C(C)(C)(C)OC(=O)N1CC(N(CC1)S(=O)(=O)C)CN(C)C (3-dimethylaminomethyl-4-methanesulfonyl-piperazine-1-carboxylic acid tert-butyl ester). Isolated yield 91.0%. Reaction SMILES: [C:1]([O:5][C:6]([N:8]1[CH2:13][CH2:12][N:11]([S:14]([CH3:17])(=[O:16])=[O:15])[CH:10]([CH:18]=O)[CH2:9]1)=[O:7])([CH3:4])([CH3:3])[CH3:2].Cl.[CH3:21][NH:22][CH3:23]>>[C:1]([O:5][C:6]([N:8]1[CH2:13][CH2:12][N:11]([S:14]([CH3:17])(=[O:16])=[O:15])[CH:10]([CH2:18][N:22]([CH3:23])[CH3:21])[CH2:9]1)=[O:7])([CH3:4])([CH3:3])[CH3:2] |f:1.2|. Procedure: Reductive amination of 3-formyl-4-methanesulfonyl-piperazine-1-carboxylic acid tert-butyl ester (160 mg) with dimethylamine hydrochloride (67 mg) according to General Procedure C followed by an aqueous work-up and purification on silica gave 3-dimethylaminomethyl-4-methanesulfonyl-piperazine-1-carboxylic acid tert-butyl ester (160 mg). This was treated with 2M HCl to give desired (1-methanesulfonyl-piperazin-2-ylmethyl)-dimethyl-amine dihydrochloride (140 mg). RXN SMILES: [Cl:1][c:2]1[c:3]([C:4](=[O:5])[Cl:6])[cH:7][cH:8][c:9]([O:12][C:13]([F:14])([F:15])[F:16])[c:10]1[Cl:11].[Sb:17]([F:18])([F:19])[F:20].[Sb:21]([Cl:22])([Cl:23])([Cl:24])([Cl:25])[Cl:26]>>[Cl:1][c:2]1[c:3]([C:4](=[O:5])[F:18])[cH:7][cH:8][c:9]([O:12][C:13]([F:14])([F:15])[F:16])[c:10]1[Cl:11]. Reactants: O=C(Cl)c1ccc(OC(F)(F)F)c(Cl)c1Cl, F[Sb](F)F, Cl[Sb](Cl)(Cl)(Cl)Cl. Yields the product O=C(F)c1ccc(OC(F)(F)F)c(Cl)c1Cl. Starting materials: product, CO (methanol), 9-fluorene, O=C[C@H](O)[C@@H](O)[C@H](O)[C@H](O)CO (glucose), S(O)(O)(=O)=O (sulfuric acid), OC1=C(C=C(C=C1)C)N1N=C2C(=[N+]1[O-])C=CC=C2 (2-(2'-hydroxy-5'-methylphenyl)benzotriazole-N-oxide), ( c ). The solvent is O (water). Yields the product OC1=C(C=C(C=C1)C)N1N=C2C(=N1)C=CC=C2 (2-(2'-hydroxy-5'-methylphenyl)benzotriazole). The yield is 92.8%. Reaction SMILES: CO.O=C[C@@H]([C@H]([C@@H]([C@@H](CO)O)O)O)O.[OH:15][C:16]1[CH:21]=[CH:20][C:19]([CH3:22])=[CH:18][C:17]=1[N:23]1[N+:27]([O-])=[C:26]2[CH:29]=[CH:30][CH:31]=[CH:32][C:25]2=[N:24]1.S(=O)(=O)(O)O>O>[OH:15][C:16]1[CH:21]=[CH:20][C:19]([CH3:22])=[CH:18][C:17]=1[N:23]1[N:27]=[C:26]2[CH:29]=[CH:30][CH:31]=[CH:32][C:25]2=[N:24]1. Procedure details: To the wet product 12 g thus obtained, were added methanol 60 ml, water 30 ml, 97% sodium hydroxide 13.0 g and 9-fluorene 0.5 g, and glucose 5.5 g was further added to the mixture over one hour while stirring at 50° to 55° C. The mixture was reacted while stirring at 75° C. (boiling point) for 5 hours. As this result, the N-oxide disappeared, thus Process (c) being completed. The reaction liquor was neutralized with 62% sulfuric acid 19.8 g to pH 8 to precipitate a crystal. The precipitated crys... Starting materials: CC(C)(C)OCC(CCN1CC(Oc2ccc(F)cc2)C1)NC(=O)OCc1ccccc1, CO, [H][H]. Product: CC(C)(C)OCC(N)CCN1CC(Oc2ccc(F)cc2)C1. RXN SMILES: [CH2:1]([O:2][C:3](=[O:4])[NH:10][CH:11]([CH2:12][CH2:13][N:14]1[CH2:15][CH:16]([O:18][c:19]2[cH:20][cH:21][c:22]([F:25])[cH:23][cH:24]2)[CH2:17]1)[CH2:26][O:27][C:28]([CH3:29])([CH3:30])[CH3:31])[c:5]1[cH:6][cH:7][cH:8][cH:9][cH:32]1.[CH3:35][OH:36].[H:33][H:34]>>[NH2:10][CH:11]([CH2:12][CH2:13][N:14]1[CH2:15][CH:16]([O:18][c:19]2[cH:20][cH:21][c:22]([F:25])[cH:23][cH:24]2)[CH2:17]1)[CH2:26][O:27][C:28]([CH3:29])([CH3:30])[CH3:31]. Starting materials: C(#N)N1CCC(CC1)N(C(C1=CC=C(C=C1)C1=CN=CO1)=O)C1CC1 (N-(1-cyano-piperidin-4-yl)-N-cyclopropyl-4-oxazol-5-yl-benzamide), ONC(CCC=C)=N (N-hydroxy-pent-4-enamidine). Product: C(CC=C)C1=NOC(=N1)N1CCC(CC1)N(C(C1=CC=C(C=C1)C1=CN=CO1)=O)C1CC1 (N-[1-(3-But-3-enyl-[1,2,4]oxadiazol-5-yl)-piperidin-4-yl]-N-cyclopropyl-4-oxazol-5-yl-benzamide). Reaction SMILES: [C:1]([N:3]1[CH2:8][CH2:7][CH:6]([N:9]([CH:23]2[CH2:25][CH2:24]2)[C:10](=[O:22])[C:11]2[CH:16]=[CH:15][C:14]([C:17]3[O:21][CH:20]=[N:19][CH:18]=3)=[CH:13][CH:12]=2)[CH2:5][CH2:4]1)#[N:2].[OH:26][NH:27][C:28](=N)[CH2:29][CH2:30][CH:31]=[CH2:32]>>[CH2:29]([C:28]1[N:2]=[C:1]([N:3]2[CH2:4][CH2:5][CH:6]([N:9]([CH:23]3[CH2:25][CH2:24]3)[C:10](=[O:22])[C:11]3[CH:12]=[CH:13][C:14]([C:17]4[O:21][CH:20]=[N:19][CH:18]=4)=[CH:15][CH:16]=3)[CH2:7][CH2:8]2)[O:26][N:27]=1)[CH2:30][CH:31]=[CH2:32]. Procedure: The title compound is prepared from N-(1-cyano-piperidin-4-yl)-N-cyclopropyl-4-oxazol-5-yl-benzamide and N-hydroxy-pent-4-enamidine following a procedure analogous to that described in Example 1. LC (method 1): tR=1.19 min; Mass spectrum (ESI+): m/z=434 [M+H]+.